Dataset: the Open Reaction Database (ORD), a public repository of structured organic reaction records. Task: describe an organic reaction: reactants, conditions, products, and yield Starting materials: C12(OC3CC(CC(C1)C3)C2)C(=O)O (2-Oxa-tricyclo[3.3.1.13,7]decane-1-carboxylic acid), S(=O)(Cl)Cl (thionyl chloride). Conditions: time 2 hour. Product: C12(OC3CC(CC(C1)C3)C2)C(=O)Cl (2-Oxa-tricyclo[3.3.1.13,7]decane-1-carbonyl chloride). As a reaction SMILES: [C:1]12([C:11]([OH:13])=O)[CH2:10][CH:5]3[CH2:6][CH:7]([CH2:9][CH:3]([CH2:4]3)[O:2]1)[CH2:8]2.S(Cl)([Cl:16])=O>>[C:1]12([C:11]([Cl:16])=[O:13])[CH2:10][CH:5]3[CH2:6][CH:7]([CH2:9][CH:3]([CH2:4]3)[O:2]1)[CH2:8]2. Procedure details: A solution of Example 81B (0.1 g, 0.55 mmol) in 5 mL of thionyl chloride was warmed to reflux and stirred for 2 hours. The mixture was cooled to ambient temperature and concentrated under reduced pressure. The residue was diluted with 5 mL of toluene and concentrated under reduced pressure three times to afford the title compound, which was used without additional purification or characterization. Reactants: COC(=O)C(Cc1ccc(S(=O)(=O)c2ccccc2)cc1)NC(=O)OC(C)(C)C, C1CCOC1, [Li+], [OH-], O, O. Yields the product CC(C)(C)OC(=O)NC(Cc1ccc(S(=O)(=O)c2ccccc2)cc1)C(=O)O. As a reaction SMILES: [C:1]([CH3:2])([CH3:3])([CH3:4])[O:5][C:6](=[O:7])[NH:8][CH:9]([C:10](=[O:11])[O:12][CH3:13])[CH2:14][c:15]1[cH:16][cH:17][c:18]([S:21](=[O:22])(=[O:23])[c:24]2[cH:25][cH:26][cH:27][cH:28][cH:29]2)[cH:19][cH:20]1.[CH2:33]1[O:34][CH2:35][CH2:36][CH2:37]1.[Li+:32].[OH-:31].[OH2:30].[OH2:38]>>[C:1]([CH3:2])([CH3:3])([CH3:4])[O:5][C:6](=[O:7])[NH:8][CH:9]([C:10](=[O:11])[OH:12])[CH2:14][c:15]1[cH:16][cH:17][c:18]([S:21](=[O:22])(=[O:23])[c:24]2[cH:25][cH:26][cH:27][cH:28][cH:29]2)[cH:19][cH:20]1. Reactants: NC1=NC=CC(=C1)C(CC1=C(C=CC=C1)C)(C)O (2-(2-Amino-pyridin-4-yl)-1-o-tolyl-propan-2-ol), C(C)O (ethanol), C([O-])([O-])=O.[K+].[K+] (potassium carbonate), C(C1=CC=CC=C1)(=O)N=C=O (benzoyl isocynate). Run in C(Cl)Cl (DCM). Conditions: temperature 50 celsius. The product is OC(CC1=C(C=CC=C1)C)(C)C1=CC(=NC=C1)NC(=O)N ([4-(1-Hydroxy-1-methyl-2-o-tolyl-ethyl)-pyridin-2-yl]-urea). The yield is 19.2%. RXN SMILES: [NH2:1][C:2]1[CH:7]=[C:6]([C:8]([OH:18])([CH3:17])[CH2:9][C:10]2[CH:15]=[CH:14][CH:13]=[CH:12][C:11]=2[CH3:16])[CH:5]=[CH:4][N:3]=1.[C:19]([N:27]=C=O)(=[O:26])C1C=CC=CC=1.C(O)C.C(=O)([O-])[O-].[K+].[K+]>C(Cl)Cl>[OH:18][C:8]([C:6]1[CH:5]=[CH:4][N:3]=[C:2]([NH:1][C:19]([NH2:27])=[O:26])[CH:7]=1)([CH3:17])[CH2:9][C:10]1[CH:15]=[CH:14][CH:13]=[CH:12][C:11]=1[CH3:16] |f:3.4.5|. Procedure details: 2-(2-Amino-pyridin-4-yl)-1-o-tolyl-propan-2-ol (37 mg, 0.15 mmol) is dissolved in DCM (1 mL) and benzoyl isocynate (27 mg, 0.18 mmol) is added. The reaction is sealed and heated at 50° C. for 16 hrs. Then the solvent is removed and to the residue are added ethanol (1 mL) and potassium carbonate (32 mg, 0.23 mmol). The mixture is heated at 80° C. for 55 min. The solvent is removed and the residue is partitioned between water (25 mL) and EtOAc (35 mL). The aqueous layer is separated and extracted ... The reactants are C(Cl)(Cl)Cl (CHCl3), OCC1=CC=C2CCC(NC2=C1)=O (7-(hydroxymethyl)-3,4-dihydroquinolin-2(1H)-one), CC(=O)OC(=O)C (Ac2O), C(=O)(O)[O-].[Na+] (NaHCO3). Reagents/catalysts: CN(C)C=1C=CN=CC1 (DMAP). Solvent: CCN(CC)CC (Et3N). Run at time 45 minute. The product is C(C)(=O)OCC1=CC=C2CCC(NC2=C1)=O ((2-oxo-1,2,3,4-tetrahydroquinolin-7-yl)methyl acetate). As a reaction SMILES: C(Cl)(Cl)Cl.[OH:5][CH2:6][C:7]1[CH:16]=[C:15]2[C:10]([CH2:11][CH2:12][C:13](=[O:17])[NH:14]2)=[CH:9][CH:8]=1.[CH3:18][C:19](OC(C)=O)=[O:20].C([O-])(O)=O.[Na+]>CN(C1C=CN=CC=1)C.CCN(CC)CC>[C:19]([O:5][CH2:6][C:7]1[CH:16]=[C:15]2[C:10]([CH2:11][CH2:12][C:13](=[O:17])[NH:14]2)=[CH:9][CH:8]=1)(=[O:20])[CH3:18] |f:3.4|. Procedure details: To a CHCl3 (30.0 mL) solution, the compound (670 mg) obtained in Step 52-1, Ac2O (536 μL), DMAP (20.0 mg) and Et3N (1.05 mL) were added under ice cooling and the mixture was stirred at room temperature for 45 minutes. To the reaction mixture, a saturated aqueous NaHCO3 solution was added and the solution was extracted three times with CHCl3. The combined organic layers were dried over Na2SO4 and concentrated under reduced pressure. The residue was purified by column chromatography (silica gel 60... Starting materials: CC(C)O, Cl, Cc1nc2ccc(=O)n(CCN3CCC(N(Cc4cc5c(cn4)OCCO5)C(=O)OC(C)(C)C)CC3)c2cc1F. Product: Cl, Cc1nc2ccc(=O)n(CCN3CCC(NCc4cc5c(cn4)OCCO5)CC3)c2cc1F. RXN SMILES: [CH:42]([OH:43])([CH3:44])[CH3:45].[ClH:41].[O:1]1[CH2:2][CH2:3][O:4][c:5]2[cH:6][n:7][c:8]([CH2:11][N:12]([C:13](=[O:14])[O:15][C:16]([CH3:17])([CH3:18])[CH3:19])[CH:20]3[CH2:21][CH2:22][N:23]([CH2:26][CH2:27][n:28]4[c:29](=[O:40])[cH:30][cH:31][c:32]5[n:33][c:34]([CH3:39])[c:35]([F:38])[cH:36][c:37]45)[CH2:24][CH2:25]3)[cH:9][c:10]21>>[ClH:41].[O:1]1[CH2:2][CH2:3][O:4][c:5]2[cH:6][n:7][c:8]([CH2:11][NH:12][CH:20]3[CH2:21][CH2:22][N:23]([CH2:26][CH2:27][n:28]4[c:29](=[O:40])[cH:30][cH:31][c:32]5[n:33][c:34]([CH3:39])[c:35]([F:38])[cH:36][c:37]45)[CH2:24][CH2:25]3)[cH:9][c:10]21.